Task: describe an organic reaction: reactants, conditions, products, and yield. Dataset: the Open Reaction Database (ORD), a public repository of structured organic reaction records Reactants: [N+](=O)([O-])C1=CC=C(OCCN2CCCC2)C=C1 (1-[2-(4-nitrophenoxy)ethyl]pyrrolidine), [H][H] (hydrogen). The reagents and catalysts are [Pd] (Pd/C). Solvent: CO (MeOH). Yields the product N1(CCCC1)CCOC1=CC=C(N)C=C1 (4-(2-pyrrolidin-1-ylethoxy)aniline). RXN SMILES: [N+:1]([C:4]1[CH:17]=[CH:16][C:7]([O:8][CH2:9][CH2:10][N:11]2[CH2:15][CH2:14][CH2:13][CH2:12]2)=[CH:6][CH:5]=1)([O-])=O.[H][H]>CO.[Pd]>[N:11]1([CH2:10][CH2:9][O:8][C:7]2[CH:6]=[CH:5][C:4]([NH2:1])=[CH:17][CH:16]=2)[CH2:15][CH2:14][CH2:13][CH2:12]1. Procedure details: A mixture of 1-[2-(4-nitrophenoxy)ethyl]pyrrolidine (from Combi-Blocks, LLC, 5.00 g, 0.0212 mol) in 100 mL of MeOH was hydrogenated in the presence of 0.5 g 10% Pd/C, under balloon pressure of hydrogen, overnight. After filtering off the catalyst, the filtrate was evaporated to dryness and used directly in next step (4.36 g, 99.88%). LCMS (M+H) 207.4. Conditions: temperature 85 celsius, time 2 hour. As a reaction SMILES: [CH:1]1([CH3:34])[CH2:6][CH2:5][CH:4]([CH:7]([CH3:9])[CH3:8])[CH:3]([O:10][C:11]([CH:13]2[C:22]3[C:17](=[CH:18][CH:19]=[CH:20][CH:21]=3)[C:16](=[O:23])[N:15]([CH2:24][C:25]3[CH:30]=[CH:29][C:28]([Br:31])=[CH:27][C:26]=3[F:32])[C:14]2=[O:33])=[O:12])[CH2:2]1.C([O-])([O-])=O.[K+].[K+].Br[CH2:42][C:43]([O:45][C:46]([CH3:49])([CH3:48])[CH3:47])=[O:44].O>CN(C=O)C>[CH3:47][C:46]([O:45][C:43](=[O:44])[CH2:42][C:13]1([C:11]([O:10][CH:3]2[CH:4]([CH:7]([CH3:8])[CH3:9])[CH2:5][CH2:6][CH:1]([CH3:34])[CH2:2]2)=[O:12])[C:22]2[C:17](=[CH:18][CH:19]=[CH:20][CH:21]=2)[C:16](=[O:23])[N:15]([CH2:24][C:25]2[CH:30]=[CH:29][C:28]([Br:31])=[CH:27][C:26]=2[F:32])[C:14]1=[O:33])([CH3:49])[CH3:48] |f:1.2.3|. The product is CC(C)(C)OC(CC1(C(N(C(C2=CC=CC=C12)=O)CC1=C(C=C(C=C1)Br)F)=O)C(=O)OC1CC(CCC1C(C)C)C)=O (2-[(4-Bromo-2-fluorophenyl)methyl]-1,2,3,4-tetrahydro-4-(menthoxycarbonyl)-1,3-dioxo-4-isoquinolineacetic Acid 1,1-Dimethylethyl Ester). Reactants: O (H2O), C1(CC(C(CC1)C(C)C)OC(=O)C1C(N(C(C2=CC=CC=C12)=O)CC1=C(C=C(C=C1)Br)F)=O)C (2-[(4-bromo-2-fluorophenyl)methyl]-1,2,3,4-tetrahydro-1,3-dioxo-4-isoquinoline carboxylic acid menthyl ester), C(=O)([O-])[O-].[K+].[K+] (K2CO3), BrCC(=O)OC(C)(C)C (tert-butyl bromoacetate). Reported procedure: To a mixture of 2-[(4-bromo-2-fluorophenyl)methyl]-1,2,3,4-tetrahydro-1,3-dioxo-4-isoquinoline carboxylic acid menthyl ester (7.62 g, 14.37 mmol), K2CO3 (3.96 g, 28.74 mmol) in DMF (100 mL) was added tert-butyl bromoacetate (4.64 mL, 28.74 mmol). The mixture was stirred at 85° C. for 2 hours, poured into H2O (1000 mL) and extracted with EtOAc. The organic extracts were dried over MgSO4. Evaporation and purification by flash chromatography (hexane/EtOAc:4/1) gave a clear oil (6.9 g, diastereomeri... Solvent: CN(C)C=O (DMF). The yield is 25.9%.